From a dataset of the Open Reaction Database (ORD), a public repository of structured organic reaction records. describe an organic reaction: reactants, conditions, products, and yield The reactants are ClC1=CC=C(C=O)C=C1 (4-chlorobenzaldehyde), C(CCC(=O)C)(=O)O (levulenic acid), N1CCCCC1 (piperidine), C1(=CC=CC=C1)C (toluene). Solvent: O (water). The product is ClC1=CC=C(C=CC(=O)CCC(=O)O)C=C1 (3-(4-chlorocinnamoyl)-propionic acid). The yield is 44.0%. RXN SMILES: [Cl:1][C:2]1[CH:9]=[CH:8][C:5]([CH:6]=O)=[CH:4][CH:3]=1.[C:10]([OH:17])(=[O:16])[CH2:11][CH2:12][C:13]([CH3:15])=[O:14].N1CCCCC1.C1(C)C=CC=CC=1>O>[Cl:1][C:2]1[CH:9]=[CH:8][C:5]([CH:6]=[CH:15][C:13]([CH2:12][CH2:11][C:10]([OH:17])=[O:16])=[O:14])=[CH:4][CH:3]=1. Procedure: To a dry 250 ml flask equipped with a magnetic stirrer, Dean-Stark trap, and reflux condenser was charged 15 g of 4-chlorobenzaldehyde, 12.4 g levulenic acid, 5.7 ml of piperidine, and 100 ml of toluene. The reaction was refluxed for 3 hours, after which no water was observed to azeotrope from the solution. The reaction was cooled and stripped to yield a reddish-brown liquid which was triturated with hexane to yield 11.2 g of product as a yellow solid.